Dataset: the Open Reaction Database (ORD), a public repository of structured organic reaction records. Task: describe an organic reaction: reactants, conditions, products, and yield The yield is 19.6%. The reactants are resultant mixture, N(=[N+]=[N-])[C@@H]1CN(C[C@H]1OC1=CC(=C(C=C1)Cl)F)C (trans-(±)-3-azido-4-(4-chloro-3-fluorophenoxy)-1-methylpyrrolidine), C1=CC=C(C=C1)P(C2=CC=CC=C2)C3=CC=CC=C3 (PPh3), C1CCOC1 (THF). Reported procedure: To a solution of 426 (0.480 g, 1.77 mmol), PPh3 (0.930 g, 3.54 mmol) and THF (10 mL) was added H2O (1.0 mL). The resultant mixture was heated at 55° C. for 3 h. The solvent was removed in vacuo. The residue was purified by SiO2 chromatography eluting with DCM/MeOH (5:1 DCM/MeOH then 1:1) to afford 85 mg (21% over 5 steps) of trans-(±)-4-(4-chloro-3-fluorophenoxy)-1-methylpyrrolidin-3-amine (428): LC-MS (ESI) m/z 245 (M+H). The product is ClC1=C(C=C(O[C@H]2[C@@H](CN(C2)C)N)C=C1)F (trans-(±)-4-(4-chloro-3-fluorophenoxy)-1-methylpyrrolidin-3-amine). RXN SMILES: [N:1]([C@H:4]1[C@H:8]([O:9][C:10]2[CH:15]=[CH:14][C:13]([Cl:16])=[C:12]([F:17])[CH:11]=2)[CH2:7][N:6]([CH3:18])[CH2:5]1)=[N+]=[N-].C1C=CC(P(C2C=CC=CC=2)C2C=CC=CC=2)=CC=1.C1COCC1>O>[Cl:16][C:13]1[CH:14]=[CH:15][C:10]([O:9][C@@H:8]2[CH2:7][N:6]([CH3:18])[CH2:5][C@H:4]2[NH2:1])=[CH:11][C:12]=1[F:17]. The solvent is O (H2O). Reactants: Nc1nc(Cl)cc(Cl)n1, Cl, Nc1ccc(Oc2ccnc3[nH]cc(CCO)c23)c(F)c1, [Na+], [OH-], O. The product is Nc1nc(Cl)cc(Nc2ccc(Oc3ccnc4[nH]cc(CCO)c34)c(F)c2)n1. As a reaction SMILES: [Cl:22][c:23]1[n:24][c:25]([NH2:30])[n:26][c:27]([Cl:29])[cH:28]1.[ClH:31].[NH2:1][c:2]1[cH:3][c:4]([F:21])[c:5]([O:6][c:7]2[c:8]3[c:9]([n:10][cH:11][cH:12]2)[nH:13][cH:14][c:15]3[CH2:16][CH2:17][OH:18])[cH:19][cH:20]1.[Na+:33].[OH-:32].[OH2:34]>>[NH:1]([c:2]1[cH:3][c:4]([F:21])[c:5]([O:6][c:7]2[c:8]3[c:9]([n:10][cH:11][cH:12]2)[nH:13][cH:14][c:15]3[CH2:16][CH2:17][OH:18])[cH:19][cH:20]1)[c:27]1[n:26][c:25]([NH2:30])[n:24][c:23]([Cl:22])[cH:28]1.